This data is from the Open Reaction Database (ORD), a public repository of structured organic reaction records. The task is: describe an organic reaction: reactants, conditions, products, and yield Starting materials: CC(=O)Oc1cccc(C(=O)O)c1OC(C)=O, ClCCl. The product is CC(=O)Oc1cccc(C(=O)Cl)c1OC(C)=O. As a reaction SMILES: [C:1]([CH3:2])(=[O:3])[O:4][c:5]1[c:6]([C:7](=[O:8])[OH:9])[cH:10][cH:11][cH:12][c:13]1[O:14][C:15]([CH3:16])=[O:17].[Cl:18][CH2:19][Cl:20]>>[C:1]([CH3:2])(=[O:3])[O:4][c:5]1[c:6]([C:7](=[O:8])[Cl:18])[cH:10][cH:11][cH:12][c:13]1[O:14][C:15]([CH3:16])=[O:17]. The reactants are FC(C(=O)O)(F)F (trifluoro-acetic acid), C(C)(C)(C)OC(N(C)CC=1C=NC(=CC1C1=CC=CC2=C1SC(=C2)C2=NC(=NC=C2F)NCCN2C(NC=C2)=O)F)=O ([6-fluoro-4-(2-{5-fluoro-2-[2-(2-oxo-2,3-dihydro-imidazol-1-yl)-ethylamino]-pyrimidin-4-yl}-benzo[b]thiophen-7-yl)-pyridin-3-ylmethyl]-methyl-carbamic acid tert-butyl ester). Solvent: ClCCl (dichloromethane). Reaction conditions: time 1 hour. Product: FC=1C(=NC(=NC1)NCCN1C(NC=C1)=O)C1=CC2=C(S1)C(=CC=C2)C2=CC(=NC=C2CNC)F (1-(2-{5-Fluoro-4-[7-(2-fluoro-5-((methylamino)methyl)pyridin-4-yl)benzo[b]thiophen-2-yl]pyrimidin-2-ylamino}ethyl)-1H-imidazol-2(3H)-one). Isolated yield 84.5%. As a reaction SMILES: FC(F)(F)C(O)=O.C(O[C:13](=O)[N:14]([CH2:16][C:17]1[CH:18]=[N:19][C:20]([F:48])=[CH:21][C:22]=1[C:23]1[C:28]2[S:29][C:30]([C:32]3[C:37]([F:38])=[CH:36][N:35]=[C:34]([NH:39][CH2:40][CH2:41][N:42]4[CH:46]=[CH:45][NH:44][C:43]4=[O:47])[N:33]=3)=[CH:31][C:27]=2[CH:26]=[CH:25][CH:24]=1)C)(C)(C)C>ClCCl>[F:38][C:37]1[C:32]([C:30]2[S:29][C:28]3[C:23]([C:22]4[C:17]([CH2:16][NH:14][CH3:13])=[CH:18][N:19]=[C:20]([F:48])[CH:21]=4)=[CH:24][CH:25]=[CH:26][C:27]=3[CH:31]=2)=[N:33][C:34]([NH:39][CH2:40][CH2:41][N:42]2[CH:46]=[CH:45][NH:44][C:43]2=[O:47])=[N:35][CH:36]=1. Procedure details: Add trifluoro-acetic acid (1 mL) to a solution of [6-fluoro-4-(2-{5-fluoro-2-[2-(2-oxo-2,3-dihydro-imidazol-1-yl)-ethylamino]-pyrimidin-4-yl}-benzo[b]thiophen-7-yl)-pyridin-3-ylmethyl]-methyl-carbamic acid tert-butyl ester (280 mg, 0.47 mmol) in dichloromethane (1 mL). Stir for 1 hour and remove solvent on a rotovap. Wash with saturated NaHCO3 and extract in dichloromethane, wash with saturated aqueous sodium chloride, dry over Na2SO4, and filter. Remove solvent on a rotovap to obtain the solid ... The reactants are OC1=CC=C(C(=O)CCCNC2=C(C=CC(=C2)OC)C2CC=3C=CC(=CC3CC2)OC(C(C)(C)C)=O)C=C1 (pivalic acid 6-{2-[(4-hydroxybenzoyl)propylamino]-4-methoxyphenyl}-5,6,7,8-tetrahydronaphthalen-2-yl ester), ClCC(=O)N1CCC2(OCCO2)CC1 (2-chloro-1-(1,4-dioxa-8-azaspiro[4.5]dec-8-yl)ethanone). Yields the product O1CCOC12CCN(CC2)CCOC2=CC=C(CCCCNC1=C(C=CC(=C1)OC)C1CC=3C=CC(=CC3CC1)O)C=C2 (6-{2-{{4-[2-(1,4-Dioxa-8-azaspiro[4.5]dec-8-yl)ethoxy]benzyl}propylamino}-4-methoxyphenyl}-5,6,7,8-tetrahydronaphthalen-2-ol). The yield is 38.1%. As a reaction SMILES: [OH:1][C:2]1[CH:38]=[CH:37][C:5]([C:6]([CH2:8][CH2:9][CH2:10][NH:11][C:12]2[CH:17]=[C:16]([O:18][CH3:19])[CH:15]=[CH:14][C:13]=2[CH:20]2[CH2:29][CH2:28][C:27]3[CH:26]=[C:25]([O:30]C(=O)C(C)(C)C)[CH:24]=[CH:23][C:22]=3[CH2:21]2)=O)=[CH:4][CH:3]=1.Cl[CH2:40][C:41]([N:43]1[CH2:52][CH2:51][C:46]2([O:50][CH2:49][CH2:48][O:47]2)[CH2:45][CH2:44]1)=O>>[O:50]1[C:46]2([CH2:45][CH2:44][N:43]([CH2:41][CH2:40][O:1][C:2]3[CH:38]=[CH:37][C:5]([CH2:6][CH2:8][CH2:9][CH2:10][NH:11][C:12]4[CH:17]=[C:16]([O:18][CH3:19])[CH:15]=[CH:14][C:13]=4[CH:20]4[CH2:29][CH2:28][C:27]5[CH:26]=[C:25]([OH:30])[CH:24]=[CH:23][C:22]=5[CH2:21]4)=[CH:4][CH:3]=3)[CH2:52][CH2:51]2)[O:47][CH2:48][CH2:49]1. Reported procedure: Synthesized from pivalic acid 6-{2-[(4-hydroxybenzoyl)propylamino]-4-methoxyphenyl}-5,6,7,8-tetrahydronaphthalen-2-yl ester (21 mg) and 2-chloro-1-(1,4-dioxa-8-azaspiro[4.5]dec-8-yl)ethanone (18 mg) according to an analogous synthetic method to Example 404 and purified by LC-MS, the title compound (9.1 mg) was obtained. Reactants: COC=1C=C(C=C(C1)OCCCOC)CO ([3-Methoxy-5-(3-methoxy-propoxy)-phenyl]-methanol), CC#N (CH3CN), CC#N (CH3CN). Reagents/catalysts: O=[Mn]=O (MnO2). The solvent is C1(=CC=CC=C1)C (toluene). Yields the product COC=1C=C(C=O)C=C(C1)OCCCOC (3-Methoxy-5-(3-methoxy-propoxy)-benzaldehyde). As a reaction SMILES: [CH3:1][O:2][C:3]1[CH:4]=[C:5]([CH2:15][OH:16])[CH:6]=[C:7]([O:9][CH2:10][CH2:11][CH2:12][O:13][CH3:14])[CH:8]=1.CC#N>C1(C)C=CC=CC=1.O=[Mn]=O>[CH3:1][O:2][C:3]1[CH:4]=[C:5]([CH:6]=[C:7]([O:9][CH2:10][CH2:11][CH2:12][O:13][CH3:14])[CH:8]=1)[CH:15]=[O:16]. Procedure: The title compound is synthesized by MnO2 oxidation of [3-Methoxy-5-(3-methoxy-propoxy)-phenyl]-methanol (4.20 g, 18.6 mmol) in toluene at RT for 12 h. Yellow oil; MS: 225 [M+H]+; tR (HPLC, CombiScreen ODS-AM 50×4.6 mm; 5-100% CH3CN+0.1% TFA/H2O+0.1% TFA for 5 min then 100% CH3CN+0.1% TFA for 2 min, flow 2.0 ml/min): 3.59 min. The reactants are Cc1nc(-c2cn3c(n2)-c2cc(Br)ccc2OCC3)n(C(C)C)n1, CB1OB(C)OB(C)O1, CCOC(C)=O, [K+], [K+], [K+], O, O=P([O-])([O-])[O-]. Product: Cc1ccc2c(c1)-c1nc(-c3nc(C)nn3C(C)C)cn1CCO2. Reaction SMILES: [Br:1][c:2]1[cH:3][cH:4][c:5]2[c:6]([cH:24]1)-[c:7]1[n:8]([cH:12][c:13](-[c:15]3[n:16][c:17]([CH3:23])[n:18][n:19]3[CH:20]([CH3:21])[CH3:22])[n:14]1)[CH2:9][CH2:10][O:11]2.[CH3:34][B:35]1[O:36][B:37]([CH3:38])[O:39][B:40]([CH3:41])[O:42]1.[CH3:43][CH2:44][O:45][C:46]([CH3:47])=[O:48].[K+:31].[K+:32].[K+:33].[OH2:25].[P:26]([O-:27])([O-:28])([O-:29])=[O:30]>>[c:2]1([CH3:34])[cH:3][cH:4][c:5]2[c:6]([cH:24]1)-[c:7]1[n:8]([cH:12][c:13](-[c:15]3[n:16][c:17]([CH3:23])[n:18][n:19]3[CH:20]([CH3:21])[CH3:22])[n:14]1)[CH2:9][CH2:10][O:11]2.